describe an organic reaction: reactants, conditions, products, and yield From a dataset of the Open Reaction Database (ORD), a public repository of structured organic reaction records. Reactants: CC(=O)OC(C)=O, Cl, Cc1nc2[nH]c(=O)[nH]c2cc1-c1ccc(N)cc1. Yields the product CC(=O)Nc1ccc(-c2cc3[nH]c(=O)[nH]c3nc2C)cc1. Reaction SMILES: [CH3:20][C:21](=[O:22])[O:23][C:24](=[O:25])[CH3:26].[ClH:1].[NH2:2][c:3]1[cH:4][cH:5][c:6](-[c:9]2[cH:10][c:11]3[c:12]([n:13][c:14]2[CH3:15])[nH:16][c:17](=[O:19])[nH:18]3)[cH:7][cH:8]1>>[NH:2]([c:3]1[cH:4][cH:5][c:6](-[c:9]2[cH:10][c:11]3[c:12]([n:13][c:14]2[CH3:15])[nH:16][c:17](=[O:19])[nH:18]3)[cH:7][cH:8]1)[C:21]([CH3:20])=[O:22].